Dataset: the Open Reaction Database (ORD), a public repository of structured organic reaction records. Task: describe an organic reaction: reactants, conditions, products, and yield Reactants: OC1=C(C=C(CN)C=C1)OC (4-hydroxy-3-methoxybenzylamine), C(C)(C)(C)OC(=O)OC(=O)[O-] (tert-butyldicarbonate), C(C)(C)N(CC)C(C)C (di-isopropylethylamine). Run in C(C)#N (acetonitrile). Reaction conditions: time 16 hour. Product: C(C)(C)(C)OC(NCC1=CC(=C(C=C1)O)OC)=O (tert-Butyl(4-hydroxy-3-methoxybenzyl)carbamate). RXN SMILES: [OH:1][C:2]1[CH:9]=[CH:8][C:5]([CH2:6][NH2:7])=[CH:4][C:3]=1[O:10][CH3:11].[C:12]([O:16][C:17](OC([O-])=O)=[O:18])([CH3:15])([CH3:14])[CH3:13].C(N(C(C)C)CC)(C)C>C(#N)C>[C:12]([O:16][C:17](=[O:18])[NH:7][CH2:6][C:5]1[CH:8]=[CH:9][C:2]([OH:1])=[C:3]([O:10][CH3:11])[CH:4]=1)([CH3:15])([CH3:14])[CH3:13]. Procedure details: To a solution of 4-hydroxy-3-methoxybenzylamine (1.0 g, 5.27 mmol) in acetonitrile (30 mL) was added tert-butyldicarbonate (1.27 g, 5.80 mmol) and di-isopropylethylamine (1.84 mL, 10.54 mmol). The reaction was stirred at room temperature for 16 h before being partitioned between EtOAc (60 mL) and water (30 mL). The aqueous phase was separated and re-extracted with EtOAc (3×25 mL) and the combined organic extracts were washed with brine (60 mL), dried over MgSO4, filtered and concentrated. Purifi... Starting materials: FC=1C=C(OC2=CC(=NC=C2)C2=CC(=CN2)C(=O)O)C=CC1NC(=O)NC1=C(C=CC(=C1)C)F (5-{4-[3-fluoro-4-({[(2-fluoro-5-methylphenyl)amino]carbonyl}amino)phenoxy]pyridin-2-yl}-1H-pyrrole-3-carboxylic acid), Cl.CN(CCCN=C=NCC)C (N-(3-dimethylaminopropyl)-N′-ethylcarbodiimide hydrochloride), OCCCN1CCOCC1 (N-(3-hydroxypropyl)morpholine). Reagents/catalysts: CN(C1=CC=NC=C1)C (4-dimethylaminopyridine). Run in O1CCCC1 (tetrahydrofuran). Conditions: temperature 60 celsius. Yields the product FC=1C=C(OC2=CC(=NC=C2)C2=CC(=CN2)C(=O)OCCCN2CCOCC2)C=CC1NC(=O)NC1=C(C=CC(=C1)C)F (3-morpholin-4-ylpropyl 5-{4-[3-fluoro-4-({[(2-fluoro-5-methylphenyl)amino]carbonyl}amino)phenoxy]pyridin-2-yl}-1H-pyrrole-3-carboxylate). RXN SMILES: [F:1][C:2]1[CH:3]=[C:4]([CH:20]=[CH:21][C:22]=1[NH:23][C:24]([NH:26][C:27]1[CH:32]=[C:31]([CH3:33])[CH:30]=[CH:29][C:28]=1[F:34])=[O:25])[O:5][C:6]1[CH:11]=[CH:10][N:9]=[C:8]([C:12]2[NH:16][CH:15]=[C:14]([C:17]([OH:19])=[O:18])[CH:13]=2)[CH:7]=1.Cl.CN(C)CCCN=C=NCC.O[CH2:48][CH2:49][CH2:50][N:51]1[CH2:56][CH2:55][O:54][CH2:53][CH2:52]1>O1CCCC1.CN(C)C1C=CN=CC=1>[F:1][C:2]1[CH:3]=[C:4]([CH:20]=[CH:21][C:22]=1[NH:23][C:24]([NH:26][C:27]1[CH:32]=[C:31]([CH3:33])[CH:30]=[CH:29][C:28]=1[F:34])=[O:25])[O:5][C:6]1[CH:11]=[CH:10][N:9]=[C:8]([C:12]2[NH:16][CH:15]=[C:14]([C:17]([O:19][CH2:48][CH2:49][CH2:50][N:51]3[CH2:56][CH2:55][O:54][CH2:53][CH2:52]3)=[O:18])[CH:13]=2)[CH:7]=1 |f:1.2|. Reported procedure: To a stirred suspension of 5-{4-[3-fluoro-4-({[(2-fluoro-5-methylphenyl)amino]carbonyl}amino)phenoxy]pyridin-2-yl}-1H-pyrrole-3-carboxylic acid (200 mg, 0.43 mmol) and N-(3-dimethylaminopropyl)-N′-ethylcarbodiimide hydrochloride (EDC, 124 mg, 0.65 mmol) in 10 ml of anhydrous tetrahydrofuran were added N-(3-hydroxypropyl)morpholine (125 mg, 0.86 mmol) and 4-dimethylaminopyridine (10 mg, 0.08 mmol). The mixture was heated at 60° C. for 16 hours, cooled to room temperature and evaporated to dryness... Reactants: N(=NC(C#N)(C)C)C(C#N)(C)C (α,α'-azobis(isobutyronitrile)), COC=1C(=NC(=CC1)C)[N+](=O)[O-] (3-methoxy-6-methyl-2-nitropyridine), BrN1C(CCC1=O)=O (N-bromosuccinimide). The solvent is C(Cl)(Cl)(Cl)Cl (carbon tetrachloride). Yields the product COC=1C(=NC(=CC1)CBr)[N+](=O)[O-] (3-methoxy-2-nitro-6-pyridylmethyl bromide). Isolated yield 21.3%. Reaction SMILES: N(C(C)(C)C#N)=NC(C)(C)C#N.[CH3:13][O:14][C:15]1[C:16]([N+:22]([O-:24])=[O:23])=[N:17][C:18]([CH3:21])=[CH:19][CH:20]=1.[Br:25]N1C(=O)CCC1=O>C(Cl)(Cl)(Cl)Cl>[CH3:13][O:14][C:15]1[C:16]([N+:22]([O-:24])=[O:23])=[N:17][C:18]([CH2:21][Br:25])=[CH:19][CH:20]=1. Reported procedure: A catalytic amount of α,α'-azobis(isobutyronitrile) was added to 3-methoxy-6-methyl-2-nitropyridine (described in Acta Chem. Scand., vol. 23, pages 1791-1796) (7.1 g), N-bromosuccinimide (7.1 g) and carbon tetrachloride (80 ml), and the mixture was refluxed for 16 hours. After the reaction, while the reaction mixture was still hot, it was suction-filtered to separate the insoluble succinimide. The filtrate was cooled to room temperature whereupon the unreacted 3-methoxy-6-methyl-2-nitropyridine ... The reactants are COC(=O)OC, CC1(C)CC(=O)CCO1, C1CCOC1. Yields the product COC(=O)C1COC(C)(C)CC1=O. RXN SMILES: [CH3:10][O:11][C:12]([O:13][CH3:15])=[O:14].[CH3:1][C:2]1([CH3:9])[O:3][CH2:4][CH2:5][C:6](=[O:8])[CH2:7]1.[O:16]1[CH2:17][CH2:18][CH2:19][CH2:20]1>>[CH3:1][C:2]1([CH3:9])[O:3][CH2:4][CH:5]([C:12]([O:11][CH3:10])=[O:13])[C:6](=[O:8])[CH2:7]1. The reactants are C(C)(C)C=1N=C(SC1)/C=C/C1=CC(=NC=C1)N (4-[(E)-2-(4-isopropyl-1,3-thiazol-2-yl)-1-ethenyl]-2-pyridinamine), C(C)(C)C=1N=C(SC1)/C=C/C1=CC(=NC=C1)N (4-[(E)-2-(4-Isopropyl-1,3-thiazol-2-yl)-1-ethenyl]-2-pyridinamine), C(CC(=O)[O-])(=O)OC1=C(C(=C(C=C1)Cl)Cl)Cl (trichlorophenyl malonate). The solvent is C1(=CC=CC=C1)C (toluene). Yields the product OC=1N=C2N(C(C1)=O)C=CC(=C2)\C=C\C=2SC=C(N2)C(C)C (2-Hydroxy-8-[(E)-2-(4-isopropyl-1,3-thiazol-2-yl)-1-ethenyl]-4H-pyrido[1,2-a]-pyrimidin-4-one). Isolated yield 92.8%. As a reaction SMILES: [CH:1]([C:4]1[N:5]=[C:6](/[CH:9]=[CH:10]/[C:11]2[CH:16]=[CH:15][N:14]=[C:13]([NH2:17])[CH:12]=2)[S:7][CH:8]=1)([CH3:3])[CH3:2].[C:18](OC1C=CC(Cl)=C(Cl)C=1Cl)(=[O:23])[CH2:19][C:20]([O-])=[O:21]>C1(C)C=CC=CC=1>[OH:23][C:18]1[N:17]=[C:13]2[CH:12]=[C:11](/[CH:10]=[CH:9]/[C:6]3[S:7][CH:8]=[C:4]([CH:1]([CH3:3])[CH3:2])[N:5]=3)[CH:16]=[CH:15][N:14]2[C:20](=[O:21])[CH:19]=1. Procedure details: The 4-[(E)-2-(4-isopropyl-1,3-thiazol-2-yl)-1-ethenyl]-2-pyridinamine (2.65 g, 10.8 mmol) obtained in (D) was dissolved in toluene (100 ml), added with trichlorophenyl malonate (5.50 g, 11.9 mmol), and refluxed by heating for 1.5 hours. After the reaction mixture was concentrated, the deposited solid was collected by filtration and washed with n-hexane and ether to obtain the title compound (3.14 g, 93%) as yellow solid. Starting materials: CC(=O)C1CCOC1=O, CCO, Cc1cc(C)c(-c2cccc(N)c2C)c(C)c1. Product: CC(Nc1cccc(-c2c(C)cc(C)cc2C)c1C)=C1CCOC1=O. Reaction SMILES: [C:18]([CH3:19])(=[O:20])[CH:21]1[C:22](=[O:23])[O:24][CH2:25][CH2:26]1.[CH3:27][CH2:28][OH:29].[c:1]1([CH3:17])[c:2](-[c:9]2[c:10]([CH3:16])[c:11]([NH2:12])[cH:13][cH:14][cH:15]2)[c:3]([CH3:8])[cH:4][c:5]([CH3:7])[cH:6]1>>[c:1]1([CH3:17])[c:2](-[c:9]2[c:10]([CH3:16])[c:11]([NH:12][C:18]([CH3:19])=[C:21]3[C:22](=[O:23])[O:24][CH2:25][CH2:26]3)[cH:13][cH:14][cH:15]2)[c:3]([CH3:8])[cH:4][c:5]([CH3:7])[cH:6]1. The reactants are N#Cc1ccc(Nc2cncnc2)cc1, CC(I)c1ccc([N+](=O)[O-])cc1. Yields the product CC(c1ccc([N+](=O)[O-])cc1)N(c1ccc(C#N)cc1)c1cncnc1. RXN SMILES: [C:1](#[N:2])[c:3]1[cH:4][cH:5][c:6]([NH:9][c:10]2[cH:11][n:12][cH:13][n:14][cH:15]2)[cH:7][cH:8]1.[I:16][CH:17]([CH3:18])[c:19]1[cH:20][cH:21][c:22]([N+:25](=[O:26])[O-:27])[cH:23][cH:24]1>>[C:1](#[N:2])[c:3]1[cH:4][cH:5][c:6]([N:9]([c:10]2[cH:11][n:12][cH:13][n:14][cH:15]2)[CH:17]([CH3:18])[c:19]2[cH:20][cH:21][c:22]([N+:25](=[O:26])[O-:27])[cH:23][cH:24]2)[cH:7][cH:8]1.